From a dataset of the Open Reaction Database (ORD), a public repository of structured organic reaction records. describe an organic reaction: reactants, conditions, products, and yield The solvent is ClCCl (dichloromethane). Reactants: C(C)(C)(C)OC(CCSCC=1C=C(C(=O)NC2=C(C=C(C=C2)N2CCCCC2)C=2C=C(C(=O)O)C=CN2)C=CC1)=O (2-(2-(3-((3-tert-butoxy-3-oxopropylthio)methyl)benzamido)-5-(piperidin-1-yl)phenyl)isonicotinic acid), FC(C=1C=C(CN)C=CC1)(F)F (3-(trifluoromethyl)benzylamine), CCN=C=NCCCN(C)C.Cl (EDC.HCl). Reagents/catalysts: CN(C1=CC=NC=C1)C (4-dimethylaminopyridine). As a reaction SMILES: [C:1]([O:5][C:6](=[O:41])[CH2:7][CH2:8][S:9][CH2:10][C:11]1[CH:12]=[C:13]([CH:38]=[CH:39][CH:40]=1)[C:14]([NH:16][C:17]1[CH:22]=[CH:21][C:20]([N:23]2[CH2:28][CH2:27][CH2:26][CH2:25][CH2:24]2)=[CH:19][C:18]=1[C:29]1[CH:30]=[C:31]([CH:35]=[CH:36][N:37]=1)[C:32]([OH:34])=O)=[O:15])([CH3:4])([CH3:3])[CH3:2].[F:42][C:43]([F:53])([F:52])[C:44]1[CH:45]=[C:46]([CH:49]=[CH:50][CH:51]=1)[CH2:47][NH2:48].CCN=C=NCCCN(C)C.Cl>CN(C)C1C=CN=CC=1.ClCCl>[F:42][C:43]([F:52])([F:53])[C:44]1[CH:45]=[C:46]([CH:49]=[CH:50][CH:51]=1)[CH2:47][NH:48][C:32]([C:31]1[CH:35]=[CH:36][N:37]=[C:29]([C:18]2[CH:19]=[C:20]([N:23]3[CH2:28][CH2:27][CH2:26][CH2:25][CH2:24]3)[CH:21]=[CH:22][C:17]=2[NH:16][C:14]([C:13]2[CH:12]=[C:11]([CH:40]=[CH:39][CH:38]=2)[CH2:10][S:9][CH2:8][CH2:7][C:6]([O:5][C:1]([CH3:4])([CH3:3])[CH3:2])=[O:41])=[O:15])[CH:30]=1)=[O:34] |f:2.3|. Reaction conditions: time 8 hour. Procedure details: Into a 50 mL round bottom flask, was placed 2-(2-(3-((3-tert-butoxy-3-oxopropylthio)methyl)benzamido)-5-(piperidin-1-yl)phenyl)isonicotinic acid (220 mg, 0.38 mmol, 1.00 equiv), 3-(trifluoromethyl)benzylamine (134 mg, 0.77 mmol, 2.00 equiv), EDC.HCl (124 mg, 0.63 mmol, 1.65 equiv), 4-dimethylaminopyridine (76 mg, 0.62 mmol, 1.63 equiv), and dichloromethane (10 mL). The resulting solution was stirred overnight at room temperature. The reaction progress was monitored by LCMS. The resulting mixture... Product: FC(C=1C=C(CNC(=O)C2=CC(=NC=C2)C2=C(C=CC(=C2)N2CCCCC2)NC(=O)C=2C=C(CSCCC(=O)OC(C)(C)C)C=CC2)C=CC1)(F)F (tert-butyl 3-(3-((2-(4-((3-(trifluoromethyl)benzyl)carbamoyl)pyridin-2-yl)-4-(piperidin-1-yl)phenyl)carbamoyl)benzylthio)propanoate). Reactants: C, COC(=O)C(=Cc1ccc(OCCc2nc(-c3ccccc3)oc2C)cc1)C(=O)OC(C)(C)C, C1CCOC1, [Pd]. Product: COC(=O)C(Cc1ccc(OCCc2nc(-c3ccccc3)oc2C)cc1)C(=O)OC(C)(C)C. RXN SMILES: [C:40].[CH3:1][c:2]1[c:3]([CH2:13][CH2:14][O:15][c:16]2[cH:17][cH:18][c:19]([CH:20]=[C:21]([C:22](=[O:23])[O:24][C:25]([CH3:26])([CH3:27])[CH3:28])[C:29](=[O:30])[O:31][CH3:32])[cH:33][cH:34]2)[n:4][c:5](-[c:7]2[cH:8][cH:9][cH:10][cH:11][cH:12]2)[o:6]1.[O:35]1[CH2:36][CH2:37][CH2:38][CH2:39]1.[Pd:41]>>[CH3:1][c:2]1[c:3]([CH2:13][CH2:14][O:15][c:16]2[cH:17][cH:18][c:19]([CH2:20][CH:21]([C:22](=[O:23])[O:24][C:25]([CH3:26])([CH3:27])[CH3:28])[C:29](=[O:30])[O:31][CH3:32])[cH:33][cH:34]2)[n:4][c:5](-[c:7]2[cH:8][cH:9][cH:10][cH:11][cH:12]2)[o:6]1. Reactants: BrC1=CC(=CC=2NC(=NC21)N2[C@@H](CN(CC2)C2=NC=C(C=C2Cl)Cl)C)C(F)(F)F (4-Bromo-2-[(2R)-4-(3,5-dichloro-pyridin-2-yl)-2-methyl-piperazin-1-yl]-6-trifluoromethyl-1H-benzoimidazole), C(C)B(C=1C=NC=CC1)CC (3-diethylboranyl-pyridine). Yields the product ClC=1C(=NC=C(C1)Cl)N1C[C@H](N(CC1)C1=NC2=C(N1)C(=CC(=C2)C(F)(F)F)C=2C=NC=CC2)C (2-[(2R)-4-(3,5-Dichloro-pyridin-2-yl)-2-methyl-piperazin-1-yl]-7-pyridin-3-yl-5-trifluoromethyl-1H-benzoimidazole). RXN SMILES: Br[C:2]1[C:10]2[N:9]=[C:8]([N:11]3[CH2:16][CH2:15][N:14]([C:17]4[C:22]([Cl:23])=[CH:21][C:20]([Cl:24])=[CH:19][N:18]=4)[CH2:13][C@H:12]3[CH3:25])[NH:7][C:6]=2[CH:5]=[C:4]([C:26]([F:29])([F:28])[F:27])[CH:3]=1.C(B(CC)[C:33]1[CH:34]=[N:35][CH:36]=[CH:37][CH:38]=1)C>>[Cl:23][C:22]1[C:17]([N:14]2[CH2:15][CH2:16][N:11]([C:8]3[NH:9][C:10]4[C:2]([C:33]5[CH:34]=[N:35][CH:36]=[CH:37][CH:38]=5)=[CH:3][C:4]([C:26]([F:27])([F:28])[F:29])=[CH:5][C:6]=4[N:7]=3)[C@H:12]([CH3:25])[CH2:13]2)=[N:18][CH:19]=[C:20]([Cl:24])[CH:21]=1. Reported procedure: 4-Bromo-2-[(2R)-4-(3,5-dichloro-pyridin-2-yl)-2-methyl-piperazin-1-yl]-6-trifluoromethyl-1H-benzoimidazole (204 mg, 0.4 mmol, Example 149b) and 3-diethylboranyl-pyridine, (118 mg, 0.8 mmol, Aldrich) reacted under the conditions of Example 158 to give the title compound. MS (ESI, pos. ion) m/z: 510 (M+1). Reactants: C(C=C)N(C=CC=C(C#N)C#N)CC=C (3-diallylaminoallylidenmalononitrile), C(=C)C1C(N=[C-]O1)=O (vinyloxazolidone). The solvent is CN1C(CCC1)=O (N-methylpyrrolidone). Conditions: temperature 85 celsius. Yields the product C(=C)C1C(N=[C-]O1)=O.C(C=C)N(CC=C)C=CC=C(C#N)C#N (vinyloxazolidone diallylaminoallylidenmalononitrile). RXN SMILES: [CH2:1]([N:4]([CH2:13][CH:14]=[CH2:15])[CH:5]=[CH:6][CH:7]=[C:8]([C:11]#[N:12])[C:9]#[N:10])[CH:2]=[CH2:3].[CH:16]([CH:18]1[O:22][C-:21]=[N:20][C:19]1=[O:23])=[CH2:17]>CN1CCCC1=O>[CH:16]([CH:18]1[O:22][C-:21]=[N:20][C:19]1=[O:23])=[CH2:17].[CH2:1]([N:4]([CH:5]=[CH:6][CH:7]=[C:8]([C:9]#[N:10])[C:11]#[N:12])[CH2:13][CH:14]=[CH2:15])[CH:2]=[CH2:3] |f:3.4|. Procedure: 25 g of intermediate (A) and 50 g of vinyloxazolidone were dissolved in 150 ml of N-methylpyrrolidone and added with 3.75 g of AZBN. The mixture was heated at 85° C. for 24 hours in a flask provided with stirrer and reflux condenser. The product was cooled, precipitated in ethyl ether (2 liters), washed with ether and dried. It was then redissolved in DMF and re-precipitated in ethyl ether. The yield was 32.7 g of a product soluble in water and dimethylformamide, containing about 37% w/w of amin... Reactants: C(CC)C1=NN=C(O1)N (5-propyl-[1,3,4]oxadiazol-2-ylamine), C1(=CC=CC=C1)C(C(=O)Cl)C1=CC=CC=C1 (2,2-diphenylacetic acid chloride). Product: C1(=CC=CC=C1)C(C(=O)NC=1OC(=NN1)CCC)C1=CC=CC=C1 (2,2-Diphenyl-N-(5-propyl-[1,3,4]oxadiazol-2-yl)-acetamide). Reaction SMILES: [CH2:1]([C:4]1[O:8][C:7]([NH2:9])=[N:6][N:5]=1)[CH2:2][CH3:3].[C:10]1([CH:16]([C:20]2[CH:25]=[CH:24][CH:23]=[CH:22][CH:21]=2)[C:17](Cl)=[O:18])[CH:15]=[CH:14][CH:13]=[CH:12][CH:11]=1>>[C:20]1([CH:16]([C:10]2[CH:11]=[CH:12][CH:13]=[CH:14][CH:15]=2)[C:17]([NH:9][C:7]2[O:8][C:4]([CH2:1][CH2:2][CH3:3])=[N:5][N:6]=2)=[O:18])[CH:21]=[CH:22][CH:23]=[CH:24][CH:25]=1. Procedure details: The title compound, viscous oil and MS: m/e=322.4 (M+H+) was prepared in accordance with the general method of example 44a from 5-propyl-[1,3,4]oxadiazol-2-ylamine and 2,2-diphenylacetic acid chloride. Reactants: CC(CC(=O)OC)(CC=O)C (methyl 3,3-dimethyl-5-oxopentanoate), ClC(C(F)(F)F)Cl (1,1-dichloro-2,2,2-trifluoroethane), O1CCCC1 (tetrahydrofuran), CC(C)([O-])C.[Na+] (sodium t-butoxide). Solvent: CN(C=O)C (dimethylformamide). Run at temperature -78 celsius, time 60 minute. The product is ClC(C(CC(CC(=O)OC)(C)C)O)(C(F)(F)F)Cl (methyl 6,6-dichloro-3,3-dimethyl-5-hydroxy-7,7,7-trifluoroheptanoate). The yield is 56.0%. As a reaction SMILES: [CH3:1][C:2]([CH3:11])([CH2:8][CH:9]=[O:10])[CH2:3][C:4]([O:6][CH3:7])=[O:5].[Cl:12][CH:13]([Cl:18])[C:14]([F:17])([F:16])[F:15].O1CCCC1.CC(C)([O-])C.[Na+]>CN(C)C=O>[Cl:12][C:13]([Cl:18])([C:14]([F:17])([F:16])[F:15])[CH:9]([OH:10])[CH2:8][C:2]([CH3:11])([CH3:1])[CH2:3][C:4]([O:6][CH3:7])=[O:5] |f:3.4|. Procedure: To an agitated mixture of methyl 3,3-dimethyl-5-oxopentanoate (1.0 g), 1,1-dichloro-2,2,2-trifluoroethane (1.06 g) and dry tetrahydrofuran (10 cm3), maintained at -78° C., was added, over a period of 5 minutes, sodium t-butoxide (1.66 cm3 of a 42% w/w solution in dimethylformamide) after which the mixture continued to be agitated at -78° C. for a further 60 minutes. The reaction was quenched with saturated ammonium chloride at low temperature and the mixture allowed to warm to the ambient temper...